Task: describe an organic reaction: reactants, conditions, products, and yield. Dataset: the Open Reaction Database (ORD), a public repository of structured organic reaction records Starting materials: CCCCCCC(C)(C)c1ccc(Br)c(OCc2ccccc2)c1, C=CC(C)=O, Cl, [I-], [Mg], C1CCOC1. Yields the product CCCCCCC(C)(C)c1ccc(CCC(C)=O)c(OCc2ccccc2)c1. Reaction SMILES: [Br:1][c:2]1[c:3]([O:17][CH2:18][c:19]2[cH:20][cH:21][cH:22][cH:23][cH:24]2)[cH:4][c:5]([C:8]([CH2:9][CH2:10][CH2:11][CH2:12][CH2:13][CH3:14])([CH3:15])[CH3:16])[cH:6][cH:7]1.[CH:27](=[CH2:28])[C:29](=[O:30])[CH3:31].[ClH:32].[I-:26].[Mg:25].[O:33]1[CH2:34][CH2:35][CH2:36][CH2:37]1>>[c:2]1([CH2:28][CH2:27][C:29](=[O:30])[CH3:31])[c:3]([O:17][CH2:18][c:19]2[cH:20][cH:21][cH:22][cH:23][cH:24]2)[cH:4][c:5]([C:8]([CH2:9][CH2:10][CH2:11][CH2:12][CH2:13][CH3:14])([CH3:15])[CH3:16])[cH:6][cH:7]1. Reactants: C1CCOC1, CN, Cc1ccccc1C(=O)C(=O)Cl, CO, Cl, O. The product is CNC(=O)C(=O)c1ccccc1C. As a reaction SMILES: [CH2:17]1[O:18][CH2:19][CH2:20][CH2:21]1.[CH3:13][NH2:14].[CH3:1][c:2]1[c:3]([C:8]([C:9](=[O:10])[Cl:11])=[O:12])[cH:4][cH:5][cH:6][cH:7]1.[CH3:22][OH:23].[ClH:16].[OH2:15]>>[CH3:1][c:2]1[c:3]([C:8]([C:9](=[O:10])[NH:14][CH3:13])=[O:12])[cH:4][cH:5][cH:6][cH:7]1. RXN SMILES: [C:1]([C:3]1[CH:4]=[C:5]([C:9]2[C:10]([CH3:16])=[CH:11][C:12](=O)[NH:13][N:14]=2)[CH:6]=[CH:7][CH:8]=1)#[N:2].CC1C(C2C=CC=C(C#N)C=2)=NNC(=O)C1.[Cl:33]C1C=C(C2C(C)CC(=O)NN=2)C=CC=1.P(Cl)(Cl)(Cl)=O>>[C:1]([C:3]1[CH:4]=[C:5]([C:9]2[N:14]=[N:13][C:12]([Cl:33])=[CH:11][C:10]=2[CH3:16])[CH:6]=[CH:7][CH:8]=1)#[N:2]. Starting materials: C(#N)C=1C=C(C=CC1)C=1C(=CC(NN1)=O)C (6-(m-cyanophenyl)-5-methyl-3(2H)-pyridazinone), P(=O)(Cl)(Cl)Cl (phosphorus oxychloride), CC1CC(NN=C1C1=CC(=CC=C1)C#N)=O (4,5-dihydro-5-methyl-6-(m-cyanophenyl)-3(2H)-pyridazinone), ClC=1C=C(C=CC1)C=1C(CC(NN1)=O)C (6-(m-chlorophenyl)-4,5-dihydro-5-methyl-3(2H)-pyridazinone). Yields the product C(#N)C=1C=C(C=CC1)C1=C(C=C(N=N1)Cl)C (6-(m-cyanophenyl)-5-methyl-3-chloropyridazine). Reported procedure: A 2.95 g. portion of 6-(m-cyanophenyl)-5-methyl-3(2H)-pyridazinone [prepared as described in Example 8 but employing 4,5-dihydro-5-methyl-6-(m-cyanophenyl)-3(2H)-pyridazinone (which in turn is prepared by employing 6-(m-chlorophenyl)-4,5-dihydro-5-methyl-3(2H)-pyridazinone in Example 44 of U.S. Pat. No. 3,824,271)] and 35 ml. of phosphorus oxychloride are heated on a steam bath for 5 hours. The mixture is concentrated free of excess phosphorus oxychloride and the concentrate is diluted with ice ... Starting materials: Br.CC1C=2C=CC(=CC2C(CC1)C)C=1N=C(SC1)C1CCNCC1 (4-[4-(5,8-dimethyl-5,6,7,8-tetrahydronaphthalen-2-yl)thiazol-2-yl]piperidine hydrobromide), OCCCCC=O (5-hydroxypentanal), Cl (hydrochloride). Product: CC1C=2C=CC(=CC2C(CC1)C)C=1N=C(SC1)C1CCN(CC1)CCCCCO (5-{4-[4-(5,8-dimethyl-5,6,7,8-tetrahydronaphthalen-2-yl)thiazol-2-yl]piperidin-1-yl}pentan-1-ol). RXN SMILES: Br.[CH3:2][CH:3]1[CH2:12][CH2:11][CH:10]([CH3:13])[C:9]2[CH:8]=[C:7]([C:14]3[N:15]=[C:16]([CH:19]4[CH2:24][CH2:23][NH:22][CH2:21][CH2:20]4)[S:17][CH:18]=3)[CH:6]=[CH:5][C:4]1=2.[OH:25][CH2:26][CH2:27][CH2:28][CH2:29][CH:30]=O.Cl>>[CH3:2][CH:3]1[CH2:12][CH2:11][CH:10]([CH3:13])[C:9]2[CH:8]=[C:7]([C:14]3[N:15]=[C:16]([CH:19]4[CH2:24][CH2:23][N:22]([CH2:30][CH2:29][CH2:28][CH2:27][CH2:26][OH:25])[CH2:21][CH2:20]4)[S:17][CH:18]=3)[CH:6]=[CH:5][C:4]1=2 |f:0.1|. Procedure: The preparation was carried out as already described via a reductive amination starting from 100 mg (0.25 mmol) of 4-[4-(5,8-dimethyl-5,6,7,8-tetrahydronaphthalen-2-yl)thiazol-2-yl]piperidine hydrobromide and 50 mg (0.49 mmol) of 5-hydroxypentanal. The product is in the form of the hydrochloride. Reactants: CCOC(=O)/N=N/C(=O)OCC (DEAD), ice, FC=1C=CC(=C(C1)O)[N+](=O)[O-] (5-fluoro-2-nitrophenol), COC1C(CCCC1)O (2-methoxycyclohexanol), C1(=CC=CC=C1)P(C1=CC=CC=C1)C1=CC=CC=C1 (triphenylphosphine). Solvent: C(Cl)Cl (methylene chloride), C1CCOC1 (THF). Conditions: time 48 hour. The product is FC1=CC(=C(C=C1)[N+](=O)[O-])O[C@H]1[C@H](CCCC1)OC (cis-4-Fluoro-2-(2-methoxy-cyclohexyloxy)-1-nitro-benzene). As a reaction SMILES: CCOC(/N=N/C(OCC)=O)=O.[F:13][C:14]1[CH:15]=[CH:16][C:17]([N+:21]([O-:23])=[O:22])=[C:18]([OH:20])[CH:19]=1.[CH3:24][O:25][CH:26]1[CH2:31][CH2:30][CH2:29][CH2:28][CH:27]1O.C1(P(C2C=CC=CC=2)C2C=CC=CC=2)C=CC=CC=1>C1COCC1.C(Cl)Cl>[F:13][C:14]1[CH:15]=[CH:16][C:17]([N+:21]([O-:23])=[O:22])=[C:18]([O:20][C@@H:27]2[CH2:28][CH2:29][CH2:30][CH2:31][C@@H:26]2[O:25][CH3:24])[CH:19]=1. Procedure details: 2.36 ml DEAD were added to an ice-cooled solution of the 1.57 g 5-fluoro-2-nitrophenol, 1.95 ml 2-methoxycyclohexanol and 3.93 g triphenylphosphine in 30 ml THF. The reaction mixture was allowed to warm to rt overnight. The mixture was stirred additional 48 hours. Then the reaction mixture was diluted with methylene chloride and washed with 10% aq. potassium carbonate solution. The organic phase was passed through a hydrophobic frit and evaporated. Purification was achieved by silica gel column ... Reactants: BrC1=CC=C(C=C1)C=1OC[C@@H](N1)C(C)C ((S)-2-(4-bromophenyl)-4-isopropyl-2-oxazoline), C(CCC)[Li] (butyllithium), O (water), CN(C=O)C (N,N-dimethyl-formamide). The solvent is O1CCCC1 (tetrahydrofuran), CCCCCC (hexane). Reaction conditions: time 2 hour. Yields the product C(=O)C1=CC=C(C=C1)C=1OC[C@@H](N1)C(C)C ((S)-2-(4-formylphenyl)-4-isopropyl-2-oxazoline). RXN SMILES: Br[C:2]1[CH:7]=[CH:6][C:5]([C:8]2[O:9][CH2:10][C@H:11]([CH:13]([CH3:15])[CH3:14])[N:12]=2)=[CH:4][CH:3]=1.C([Li])CCC.CN(C)[CH:23]=[O:24].O>O1CCCC1.CCCCCC>[CH:23]([C:2]1[CH:7]=[CH:6][C:5]([C:8]2[O:9][CH2:10][C@H:11]([CH:13]([CH3:15])[CH3:14])[N:12]=2)=[CH:4][CH:3]=1)=[O:24]. Reported procedure: A solution of 2 g of (S)-2-(4-bromophenyl)-4-isopropyl-2-oxazoline in 20 ml of absolute tetrahydrofuran is treated drop-wise with 5 ml of 1.6M butyllithium in hexane at -78° C. and while gassing with nitrogen, stirred at this temperature for 2 hours, then treated dropwise with 2 ml of absolute N,N-dimethyl-formamide and then warmed slowly to room temperature. The reaction mixture is poured into 100 ml of water and extracted three times with 50 ml of diethyl ether each time. The combined organic ... Reactants: C[Si](C)(C)O[Si](C)(C)C (trimethylsilyl ether), C(C1=CC=CC=C1)(=O)[O-] (benzoate), C(C1=CC=CC=C1)(=O)Cl (benzoyl chloride), [Cl-].[Li+] (lithium chloride), N1=CC=CC=C1 (pyridine). Run in CO (methanol), CO (methanol). Conditions: time 10 minute. Product: C(C1=CC=CC=C1)(=O)OC1=CC=2CC[C@@H]3[C@H](CCC4=C(CC[C@@H]34)C)C2C=C1 (3-Benzoyloxy-17-methyl-1,3,5(10),13(17)-gonatetraene). Reaction SMILES: C[Si](O[Si](C)(C)C)(C)C.[C:10]([O-:18])(=[O:17])[C:11]1[CH:16]=[CH:15][CH:14]=[CH:13][CH:12]=1.[C:19](Cl)(=O)[C:20]1[CH:25]=[CH:24][CH:23]=[CH:22][CH:21]=1.[Cl-].[Li+].N1[CH:35]=[CH:34][CH:33]=[CH:32][CH:31]=1>CO>[C:10]([O:18][C:10]1[CH:11]=[CH:12][C:21]2[C@H:22]3[CH2:31][CH2:32][C:33]4[C@H:15]([C@@H:23]3[CH2:24][CH2:25][C:20]=2[CH:19]=1)[CH2:14][CH2:13][C:34]=4[CH3:35])(=[O:17])[C:11]1[CH:16]=[CH:15][CH:14]=[CH:13][CH:12]=1 |f:3.4|. Procedure details: After an unsuccessful attempt to convert the trimethylsilyl ether directly to the benzoate 7a (R = C6H5CO2) by heating with benzoyl chloride and lithium chloride in pyridine, the trimethylsilyl group was completely hydrolyzed by brief (about 1 minute) reflux in methanol. After removal of the methanol at reduced pressure, the benzoate-phenol mixture was treated with 2 ml of benzoyl chloride in 25 ml of pyridine for 10 minutes, followed by 2 ml of 85% lactic acid for 10 minutes to destroy excess r... Starting materials: COC=1C=C(CC2N(CCC3=CC(=C(C=C23)OC)O)CC(=O)NCC2=CC=CC=C2)C=CC1OC (2-[1-(3,4-dimethoxy-benzyl)-6-hydroxy-7-methoxy-3,4-dihydro-1H-isoquinolin-2-yl]-N-benzyl-acetamide), BrCCCF (1-bromo-3-fluoro-propane). Yields the product COC=1C=C(CC2N(CCC3=CC(=C(C=C23)OC)OCCCF)CC(=O)NCC2=CC=CC=C2)C=CC1OC (2-[1-(3,4-dimethoxy-benzyl)-6-(3-fluoro-propoxy)-7-methoxy-3,4-dihydro-1H-isoquinolin-2-yl]-N-benzyl-acetamide). RXN SMILES: [CH3:1][O:2][C:3]1[CH:4]=[C:5]([CH:31]=[CH:32][C:33]=1[O:34][CH3:35])[CH2:6][CH:7]1[C:16]2[C:11](=[CH:12][C:13]([OH:19])=[C:14]([O:17][CH3:18])[CH:15]=2)[CH2:10][CH2:9][N:8]1[CH2:20][C:21]([NH:23][CH2:24][C:25]1[CH:30]=[CH:29][CH:28]=[CH:27][CH:26]=1)=[O:22].Br[CH2:37][CH2:38][CH2:39][F:40]>>[CH3:1][O:2][C:3]1[CH:4]=[C:5]([CH:31]=[CH:32][C:33]=1[O:34][CH3:35])[CH2:6][CH:7]1[C:16]2[C:11](=[CH:12][C:13]([O:19][CH2:37][CH2:38][CH2:39][F:40])=[C:14]([O:17][CH3:18])[CH:15]=2)[CH2:10][CH2:9][N:8]1[CH2:20][C:21]([NH:23][CH2:24][C:25]1[CH:30]=[CH:29][CH:28]=[CH:27][CH:26]=1)=[O:22]. Reported procedure: prepared by reaction of 2-[1-(3,4-dimethoxy-benzyl)-6-hydroxy-7-methoxy-3,4-dihydro-1H-isoquinolin-2-yl]-N-benzyl-acetamide with 1-bromo-3-fluoro-propane The reactants are C#CCO, ClC(Cl)Cl, CCCc1cccc(-c2nc(C)cc(Cl)n2)n1, [H-], [Na+], C1CCOC1. Yields the product C#CCOc1cc(C)nc(-c2cccc(CCC)n2)n1. RXN SMILES: [CH2:1]([C:2]#[CH:3])[OH:4].[CH:24]([Cl:25])([Cl:26])[Cl:27].[Cl:7][c:8]1[n:9][c:10](-[c:15]2[n:16][c:17]([CH2:21][CH2:22][CH3:23])[cH:18][cH:19][cH:20]2)[n:11][c:12]([CH3:14])[cH:13]1.[H-:5].[Na+:6].[O:28]1[CH2:29][CH2:30][CH2:31][CH2:32]1>>[CH2:1]([C:2]#[CH:3])[O:4][c:8]1[n:9][c:10](-[c:15]2[n:16][c:17]([CH2:21][CH2:22][CH3:23])[cH:18][cH:19][cH:20]2)[n:11][c:12]([CH3:14])[cH:13]1. Starting materials: Cl (hydrochloric acid), ClC=1C(=NC(=CC1N(C)CC1=CC=C(C=C1)C1=C(C=CC=C1)C=1N=NN(N1)C(C1=CC=CC=C1)(C1=CC=CC=C1)C1=CC=CC=C1)CC)CC (3-chloro-2,6-diethyl-4-[N-(2'-(2-triphenylmethyl-2H-tetrazol-5-yl)biphenyl-4-yl)methyl-N-methylamino]pyridine). Run in CO (methanol). Conditions: time 6 hour. Yields the product ClC=1C(=NC(=CC1N(C)CC1=CC=C(C=C1)C1=C(C=CC=C1)C1=NN=NN1)CC)CC (3-chloro-2,6-diethyl-4-[N-(2'-(1H-tetrazol-5-yl)biphenyl-4-yl)methyl-N-methylamino]pyridine). As a reaction SMILES: Cl.[Cl:2][C:3]1[C:4]([CH2:50][CH3:51])=[N:5][C:6]([CH2:48][CH3:49])=[CH:7][C:8]=1[N:9]([CH2:11][C:12]1[CH:17]=[CH:16][C:15]([C:18]2[CH:23]=[CH:22][CH:21]=[CH:20][C:19]=2[C:24]2[N:25]=[N:26][N:27](C(C3C=CC=CC=3)(C3C=CC=CC=3)C3C=CC=CC=3)[N:28]=2)=[CH:14][CH:13]=1)[CH3:10]>CO>[Cl:2][C:3]1[C:4]([CH2:50][CH3:51])=[N:5][C:6]([CH2:48][CH3:49])=[CH:7][C:8]=1[N:9]([CH2:11][C:12]1[CH:13]=[CH:14][C:15]([C:18]2[CH:23]=[CH:22][CH:21]=[CH:20][C:19]=2[C:24]2[NH:28][N:27]=[N:26][N:25]=2)=[CH:16][CH:17]=1)[CH3:10]. Reported procedure: Concentrated hydrochloric acid (0.4 ml) was added to a suspension of 3-chloro-2,6-diethyl-4-[N-(2'-(2-triphenylmethyl-2H-tetrazol-5-yl)biphenyl-4-yl)methyl-N-methylamino]pyridine (A) (220 mg) in methanol (5 ml) and the mixture was stirred for 6 hours. Volatile material was removed by evaporation and the residue partitioned between ether and sodium carbonate solution. The aqueous layer was separated, acidified to pH 6 with 4M hydrochloric acid and extracted with dichloromethane (3×25 ml). The com...